Task: describe an organic reaction: reactants, conditions, products, and yield. Dataset: the Open Reaction Database (ORD), a public repository of structured organic reaction records As a reaction SMILES: [CH2:1]([NH:8][C:9](=[O:34])[C@@H:10]([CH2:31][O:32][CH3:33])[NH:11]C(C1C=CC=CC=1)(C1C=CC=CC=1)C1C=CC=CC=1)[C:2]1[CH:7]=[CH:6][CH:5]=[CH:4][CH:3]=1.C(O)(=O)C>C(O)C>[CH2:1]([NH:8][C:9](=[O:34])[C@@H:10]([CH2:31][O:32][CH3:33])[NH2:11])[C:2]1[CH:7]=[CH:6][CH:5]=[CH:4][CH:3]=1. Procedure: To a solution of Example 3 product (i.e., N-benzyl-O-methyl-N2-trityl-D-serinamide, 50 g) in absolute ethanol (100 ml), acetic acid (1.25 mole eq.) was added at room temperature. This solution was stirred for 30 minutes at room temperature and then the solvent was completely recovered under vacuum at 40° C. Water (250 ml) was added to it at room temperature and the aqueous layer was neutralized with aqueous ammonia (20 ml). The aqueous layer was extracted with toluene (2×200 ml). The toluene was... Run in C(C)O (ethanol). Conditions: time 30 minute. Starting materials: solution, C(C1=CC=CC=C1)NC([C@H](NC(C1=CC=CC=C1)(C1=CC=CC=C1)C1=CC=CC=C1)COC)=O (N-benzyl-O-methyl-N2-trityl-D-serinamide), C(C)(=O)O (acetic acid). Product: C(C1=CC=CC=C1)NC([C@H](N)COC)=O (N-benzyl-O-methyl-D-serinamide).